describe an organic reaction: reactants, conditions, products, and yield From a dataset of the Open Reaction Database (ORD), a public repository of structured organic reaction records. Reactants: N1=C(C=CC=C1)S(=O)CCCC(=O)O (4-(2-pyridylsulfinyl)butyric acid), NC1[C@@H]2N(C(=C(CS2)CSCC)C(=O)O)C1=O (7-amino-3-ethylthiomethyl-3-cephem-4-carboxylic acid). Product: N1=C(C=CC=C1)S(=O)CCCC(=O)NC1[C@@H]2N(C(=C(CS2)CSCC)C(=O)O)C1=O (7-[4-(2-pyridylsulfinyl)butyramido]-3-ethylthiomethyl-3-cephem-4-carboxylic acid). As a reaction SMILES: [N:1]1[CH:6]=[CH:5][CH:4]=[CH:3][C:2]=1[S:7]([CH2:9][CH2:10][CH2:11][C:12]([OH:14])=O)=[O:8].[NH2:15][CH:16]1[C:30](=[O:31])[N:18]2[C:19]([C:27]([OH:29])=[O:28])=[C:20]([CH2:23][S:24][CH2:25][CH3:26])[CH2:21][S:22][C@H:17]12>>[N:1]1[CH:6]=[CH:5][CH:4]=[CH:3][C:2]=1[S:7]([CH2:9][CH2:10][CH2:11][C:12]([NH:15][CH:16]1[C:30](=[O:31])[N:18]2[C:19]([C:27]([OH:29])=[O:28])=[C:20]([CH2:23][S:24][CH2:25][CH3:26])[CH2:21][S:22][C@H:17]12)=[O:14])=[O:8]. Reported procedure: 426 mg. of 4-(2-pyridylsulfinyl)butyric acid and 7-amino-3-ethylthiomethyl-3-cephem-4-carboxylic acid were reacted in the same manner as described in Example 28 and 366 mg. of 7-[4-(2-pyridylsulfinyl)butyramido]-3-ethylthiomethyl-3-cephem-4-carboxylic acid were obtained.